This data is from the Open Reaction Database (ORD), a public repository of structured organic reaction records. The task is: describe an organic reaction: reactants, conditions, products, and yield Starting materials: CCCC[SnH](CCCC)CCCC, COc1ccc2c(c1)c(C=O)cn2CCCCCI, Cc1ccccc1, [F-], [K+], N#CC1(N=NC2(C#N)CCCCC2)CCCCC1, O. Product: COc1ccc2c(c1)c(C=O)c1n2CCCCC1. As a reaction SMILES: [CH2:38]([SnH:39]([CH2:40][CH2:41][CH2:42][CH3:43])[CH2:44][CH2:45][CH2:46][CH3:47])[CH2:48][CH2:49][CH3:50].[CH3:1][O:2][c:3]1[cH:4][c:5]2[c:6]([CH:18]=[O:19])[cH:7][n:8]([CH2:12][CH2:13][CH2:14][CH2:15][CH2:16][I:17])[c:9]2[cH:10][cH:11]1.[CH3:53][c:54]1[cH:55][cH:56][cH:57][cH:58][cH:59]1.[F-:51].[K+:52].[N:20]([C:21]1([C:22]#[N:23])[CH2:24][CH2:25][CH2:26][CH2:27][CH2:28]1)=[N:29][C:30]1([C:31]#[N:32])[CH2:33][CH2:34][CH2:35][CH2:36][CH2:37]1.[OH2:60]>>[CH3:1][O:2][c:3]1[cH:4][c:5]2[c:6]([CH:18]=[O:19])[c:7]3[n:8]([c:9]2[cH:10][cH:11]1)[CH2:12][CH2:13][CH2:14][CH2:15][CH2:16]3. The reactants are CC#N, CC(C)(C)OC(=O)N1CCC(Oc2cc(N(COCC[Si](C)(C)C)COCC[Si](C)(C)C)n3ncc(-c4ccc(-c5ccccc5)nc4)c3n2)CC1, O=C1CCC(=O)N1Br. Reaction SMILES: [CH3:61][C:62]#[N:63].[CH3:9][Si:10]([CH2:11][CH2:12][O:13][CH2:14][N:15]([c:16]1[cH:17][c:18]([O:37][CH:38]2[CH2:39][CH2:40][N:41]([C:44](=[O:45])[O:46][C:47]([CH3:48])([CH3:49])[CH3:50])[CH2:42][CH2:43]2)[n:19][c:20]2[n:21]1[n:22][cH:23][c:24]2-[c:25]1[cH:26][n:27][c:28](-[c:31]2[cH:32][cH:33][cH:34][cH:35][cH:36]2)[cH:29][cH:30]1)[CH2:51][O:52][CH2:53][CH2:54][Si:55]([CH3:56])([CH3:57])[CH3:58])([CH3:59])[CH3:60].[O:1]=[C:2]1[N:3]([Br:8])[C:4](=[O:5])[CH2:6][CH2:7]1>>[Br:8][c:17]1[c:16]([N:15]([CH2:14][O:13][CH2:12][CH2:11][Si:10]([CH3:9])([CH3:59])[CH3:60])[CH2:51][O:52][CH2:53][CH2:54][Si:55]([CH3:56])([CH3:57])[CH3:58])[n:21]2[c:20]([n:19][c:18]1[O:37][CH:38]1[CH2:39][CH2:40][N:41]([C:44](=[O:45])[O:46][C:47]([CH3:48])([CH3:49])[CH3:50])[CH2:42][CH2:43]1)[c:24](-[c:25]1[cH:26][n:27][c:28](-[c:31]3[cH:32][cH:33][cH:34][cH:35][cH:36]3)[cH:29][cH:30]1)[cH:23][n:22]2. The product is CC(C)(C)OC(=O)N1CCC(Oc2nc3c(-c4ccc(-c5ccccc5)nc4)cnn3c(N(COCC[Si](C)(C)C)COCC[Si](C)(C)C)c2Br)CC1. Starting materials: COC(C(CC1=CC=C(C=C1)O)C#N)=O (2-cyano-3-(4-hydroxy-phenyl)-propanoic acid methyl ester), C(=O)([O-])[O-].[K+].[K+] (K2CO3), BrCC=1C=C(C=CC1)O (3-bromomethyl-phenol). Run in C(C)#N (acetonitrile). Run at temperature 50 celsius, time 1 hour. Yields the product C(#N)C(C(=O)OC)CC1=CC=C(C=C1)OCC1=CC(=CC=C1)O (Methyl 2-cyano-3-{4-[(3-hydroxybenzyl)oxy]phenyl}propanoate). The yield is 65.4%. As a reaction SMILES: [CH3:1][O:2][C:3](=[O:15])[CH:4]([C:13]#[N:14])[CH2:5][C:6]1[CH:11]=[CH:10][C:9]([OH:12])=[CH:8][CH:7]=1.C([O-])([O-])=O.[K+].[K+].Br[CH2:23][C:24]1[CH:25]=[C:26]([OH:30])[CH:27]=[CH:28][CH:29]=1>C(#N)C>[C:13]([CH:4]([CH2:5][C:6]1[CH:11]=[CH:10][C:9]([O:12][CH2:23][C:24]2[CH:29]=[CH:28][CH:27]=[C:26]([OH:30])[CH:25]=2)=[CH:8][CH:7]=1)[C:3]([O:2][CH3:1])=[O:15])#[N:14] |f:1.2.3|. Reported procedure: To a 50 mL RB flask fitted with magnetic stirrer was charged 10 mL of acetonitrile. To the stirred solvent was added 2-cyano-3-(4-hydroxy-phenyl)-propanoic acid methyl ester (0.3 g, 1.57 mmol), followed by K2CO3 (0.65 g, 4.71 mmol) and 3-bromomethyl-phenol (0.294 g, 1.57 mmol). After addition, the RM was heated at 50° C. for 1 h. After 1 h, the RM was concentrated to distill off the solvent, water (20 mL) was added and the aqueous layer was extracted with ethyl acetate (15 mL×2). The organic lay... The reactants are CCN=C=NCCCN(C)C.Cl (EDCI.HCl), CCN(C(C)C)C(C)C (DIPEA), OC=1C=C(C=CC1)C1=CC(=NN1)C(=O)O (5-(3-hydroxy-phenyl)-1H-pyrazole-3-carboxylic acid), C=1C=CC2=C(C1)N=NN2O (HOBt), Cl.NCC(=O)N1CCC(CC1)OC1=CC(=CC=C1)C(F)(F)F (2-amino-1-[4-(3-trifluoromethyl-phenoxy)-piperidin-1-yl]-ethanone hydrochloride). Solvent: O (water), CN(C)C=O (DMF). Reaction conditions: time 8 hour. The product is O=C(CNC(=O)C1=NNC(=C1)C1=CC(=CC=C1)O)N1CCC(CC1)OC1=CC(=CC=C1)C(F)(F)F (5-(3-hydroxy-phenyl)-1H-pyrazole-3-carboxylic acid {2-oxo-2-[4-(3-trifluoromethyl-phenoxy)-piperidin-1-yl]-ethyl}-amide). The yield is 51.7%. RXN SMILES: CCN(C(C)C)C(C)C.[OH:10][C:11]1[CH:12]=[C:13]([C:17]2[NH:21][N:20]=[C:19]([C:22]([OH:24])=O)[CH:18]=2)[CH:14]=[CH:15][CH:16]=1.C1C=CC2N(O)N=NC=2C=1.CCN=C=NCCCN(C)C.Cl.Cl.[NH2:48][CH2:49][C:50]([N:52]1[CH2:57][CH2:56][CH:55]([O:58][C:59]2[CH:64]=[CH:63][CH:62]=[C:61]([C:65]([F:68])([F:67])[F:66])[CH:60]=2)[CH2:54][CH2:53]1)=[O:51]>CN(C=O)C.O>[O:51]=[C:50]([N:52]1[CH2:53][CH2:54][CH:55]([O:58][C:59]2[CH:64]=[CH:63][CH:62]=[C:61]([C:65]([F:68])([F:66])[F:67])[CH:60]=2)[CH2:56][CH2:57]1)[CH2:49][NH:48][C:22]([C:19]1[CH:18]=[C:17]([C:13]2[CH:14]=[CH:15][CH:16]=[C:11]([OH:10])[CH:12]=2)[NH:21][N:20]=1)=[O:24] |f:3.4,5.6|. Procedure details: DIPEA (133 mg, 1.03 mmol) was added to a stirred solution of 5-(3-hydroxy-phenyl)-1H-pyrazole-3-carboxylic acid (60 mg, 0.294 mmol) (prepared from 5-(3-benzyloxy-phenyl)-1H-pyrazole-3-carboxylic acid ethyl ester) in DMF (2 mL) followed by HOBt (41.7 mg, 0.308 mmol) and EDCI.HCl (59 mg, 0.308 mmol). After 2 minutes 2-amino-1-[4-(3-trifluoromethyl-phenoxy)-piperidin-1-yl]-ethanone hydrochloride (prepared according to Step 1 and 5 of the General Scheme) (99 mg, 0.294 mmol) was added to the reaction... Starting materials: C(C)OC(=N)C1(CC1)C1=C(C=C(C=C1)Cl)Cl (1-(2,4-Dichloro-phenyl)cyclopropanecarboximidic acid ethyl ester), N (NH3). Run at time 4 day. Product: ClC1=C(C=CC(=C1)Cl)C1(CC1)C(=N)N (1-(2,4-Dichloro-phenyl)-cyclopropanecarboxamidine). RXN SMILES: C(O[C:4]([C:6]1([C:9]2[CH:14]=[CH:13][C:12]([Cl:15])=[CH:11][C:10]=2[Cl:16])[CH2:8][CH2:7]1)=[NH:5])C.[NH3:17]>>[Cl:16][C:10]1[CH:11]=[C:12]([Cl:15])[CH:13]=[CH:14][C:9]=1[C:6]1([C:4]([NH2:5])=[NH:17])[CH2:8][CH2:7]1. Reported procedure: The crude 1-(2,4-Dichloro-phenyl)cyclopropanecarboximidic acid ethyl ester was dissolved in a solution NH3 (2.0 M in EtOH; 40 mL). Anhydrous NH3 (g) was bubbled into the solution until it was apparently saturated (60 min). The reaction mixture was stirred for 4 days. The solvent was evaporated and the desired product recrystallized from Ethyl acetate. (350 mg, 31%).